Dataset: the Open Reaction Database (ORD), a public repository of structured organic reaction records. Task: describe an organic reaction: reactants, conditions, products, and yield Starting materials: COC(=O)C1=CC2=C(NC(=N2)C=2N=C(SC2N2C[C@H](N(CC2)C(CN2C=NC=3C2=NC=CC3)=O)C)C(F)(F)F)C=C1 (2-{5-[(R)-4-(2-Imidazo[4,5-b]pyridin-3-yl-acetyl)-3-methyl-piperazin-1-yl]-2-trifluoromethyl-thiazol-4-yl}-1H-benzoimidazole-5-carboxylic acid methyl ester), C(C)[Mg]Br (Ethylmagnesium bromide). Reagents/catalysts: CC(C)O[Ti](OC(C)C)(OC(C)C)OC(C)C (Ti(OiPr)4). The solvent is C1CCOC1 (THF), C(Cl)Cl (DCM), C(=O)(O)[O-].[Na+] (NaHCO3). Reaction conditions: time 20 hour. Yields the product OC1(CC1)C1=CC2=C(NC(=N2)C=2N=C(SC2N2C[C@H](N(CC2)C(CN2C=NC=3C2=NC=CC3)=O)C)C(F)(F)F)C=C1 (1-((R)-4-{4-[5-(1-Hydroxy-cyclopropyl)-1H-benzoimidazol-2-yl]-2-trifluoro methyl-thiazol-5-yl}-2-methyl-piperazin-1-yl)-2-imidazo[4,5-b]pyridin-3-yl-ethanone). As a reaction SMILES: C[O:2][C:3]([C:5]1[CH:41]=[CH:40][C:8]2[NH:9][C:10]([C:12]3[N:13]=[C:14]([C:36]([F:39])([F:38])[F:37])[S:15][C:16]=3[N:17]3[CH2:22][CH2:21][N:20]([C:23](=[O:34])[CH2:24][N:25]4[C:29]5=[N:30][CH:31]=[CH:32][CH:33]=[C:28]5[N:27]=[CH:26]4)[C@H:19]([CH3:35])[CH2:18]3)=[N:11][C:7]=2[CH:6]=1)=O.[CH2:42]([Mg]Br)[CH3:43]>C1COCC1.C(Cl)Cl.C([O-])(O)=O.[Na+].CC(O[Ti](OC(C)C)(OC(C)C)OC(C)C)C>[OH:2][C:3]1([C:5]2[CH:41]=[CH:40][C:8]3[NH:9][C:10]([C:12]4[N:13]=[C:14]([C:36]([F:37])([F:38])[F:39])[S:15][C:16]=4[N:17]4[CH2:22][CH2:21][N:20]([C:23](=[O:34])[CH2:24][N:25]5[C:29]6=[N:30][CH:31]=[CH:32][CH:33]=[C:28]6[N:27]=[CH:26]5)[C@H:19]([CH3:35])[CH2:18]4)=[N:11][C:7]=3[CH:6]=2)[CH2:43][CH2:42]1 |f:4.5|. Reported procedure: To a solution of Example 167 (25 mg) in THF (1.15 mL) was added Ti(OiPr)4 (0.0126 mL). Ethylmagnesium bromide (1M in THF, 0.513 mL) was added dropwise over 30 min at RT. The reaction mixture was stirred at RT for 20 h and diluted with DCM and 1M NaHCO3. The phases were separated. The org. phase was washed with water, dried (Na2SO4), filtered off and evaporated in vacuo. The residue was purified by preparative LC-MS (III) to afford 1 mg of pale yellow solid. LC-MS (B): tR=0.65 min; [M+H]+: 583.18... Starting materials: CC1=CC2=C(NN=N2)C=C1C (5,6-dimethylbenzotriazole), BrBr (bromine). Solvent: C(C)(=O)O (acetic acid). The product is BrC1=C(C(=CC=2NN=NC21)C)C (4-Bromo-5,6-dimethyl-1H-benzotriazole). As a reaction SMILES: [CH3:1][C:2]1[C:10]([CH3:11])=[CH:9][C:5]2[NH:6][N:7]=[N:8][C:4]=2[CH:3]=1.[Br:12]Br>C(O)(=O)C>[Br:12][C:9]1[C:5]2[N:6]=[N:7][NH:8][C:4]=2[CH:3]=[C:2]([CH3:1])[C:10]=1[CH3:11]. Reported procedure: To a solution of 25.0 grams of 5,6-dimethylbenzotriazole in 250 milliliters of acetic acid at 50° C. is slowly added 30.5 grams of bromine in 75 ml. of the same solvent over a 11/4 hour period. The temperature is held at 50° C. for an additional hour and then the reaction mixture is allowed to cool to room temperature. The product is collected by filtration, 19.2 grams (56%), m.p. 255°-262° C. The analytical sample has a m.p. of 259°-261° C. Procedure: A reaction flask, charged with 25 ml 1,4-dioxane and a solution of sodium cyanide (2.4 g, 0.049 mole) in 25 ml water, was cooled to 0°. To the flask was added 3-phenoxybenzaldehyde (7 g, 0.035 mole) in one portion, with stirring. 3-(2,2-Dichloroethenyl)-2,2-dimethylcyclopropanecarbonyl chloride (10 g, 0.042 mole) was added dropwise over a period of 30 minutes. The temperature of the mixture was maintained between 0° and 5°, and stirring was continued for one hour after the acyl chloride had been... Run at time 1 hour. Reactants: [C-]#N.[Na+] (sodium cyanide), O1CCOCC1 (1,4-dioxane), ClC(=CC1C(C1C(=O)Cl)(C)C)Cl (3-(2,2-Dichloroethenyl)-2,2-dimethylcyclopropanecarbonyl chloride), acyl chloride, O(C1=CC=CC=C1)C=1C=C(C=O)C=CC1 (3-phenoxybenzaldehyde). Solvent: O (water). The yield is 81.0%. Yields the product ClC(=CC1C(C1C(=O)OC(C1=CC(=CC=C1)OC1=CC=CC=C1)C#N)(C)C)Cl (α-cyano-3-phenoxybenzyl 3-(2,2-dichloroethenyl)-2,2-dimethylcyclopropanecarboxylate). As a reaction SMILES: O1CCOCC1.[C-:7]#[N:8].[Na+].[O:10]([C:17]1[CH:18]=[C:19]([CH:22]=[CH:23][CH:24]=1)[CH:20]=[O:21])[C:11]1[CH:16]=[CH:15][CH:14]=[CH:13][CH:12]=1.[Cl:25][C:26]([Cl:36])=[CH:27][CH:28]1[CH:30]([C:31](Cl)=[O:32])[C:29]1([CH3:35])[CH3:34]>O>[Cl:25][C:26]([Cl:36])=[CH:27][CH:28]1[CH:30]([C:31]([O:21][CH:20]([C:7]#[N:8])[C:19]2[CH:22]=[CH:23][CH:24]=[C:17]([O:10][C:11]3[CH:12]=[CH:13][CH:14]=[CH:15][CH:16]=3)[CH:18]=2)=[O:32])[C:29]1([CH3:35])[CH3:34] |f:1.2|. The reactants are C1CCNCC1, CCOC(C)=O, Nc1cccc(Cl)c1[N+](=O)[O-], [K+], [K+], O=C([O-])[O-], CN(C)C=O. The product is Nc1cccc(N2CCCCC2)c1[N+](=O)[O-]. As a reaction SMILES: [CH2:12]1[CH2:13][CH2:14][NH:15][CH2:16][CH2:17]1.[CH3:29][CH2:30][O:31][C:32](=[O:33])[CH3:34].[Cl:1][c:2]1[c:3]([N+:9](=[O:10])[O-:11])[c:4]([NH2:5])[cH:6][cH:7][cH:8]1.[K+:18].[K+:19].[O-:20][C:21]([O-:22])=[O:23].[O:24]=[CH:25][N:26]([CH3:27])[CH3:28]>>[c:2]1([N:15]2[CH2:14][CH2:13][CH2:12][CH2:17][CH2:16]2)[c:3]([N+:9](=[O:10])[O-:11])[c:4]([NH2:5])[cH:6][cH:7][cH:8]1. The reactants are CN(C)CCN (dimethylaminoethylamine), C1(=CC=CC=C1)N=C=O (phenyl isocyanate). The solvent is C1(=CC=CC=C1)C (toluene). Yields the product C1(=CC=CC=C1)NC(=O)NCCN(C)C (N-Phenyl-N'-(β-dimethylaminoethyl) urea). As a reaction SMILES: [CH3:1][N:2]([CH2:4][CH2:5][NH2:6])[CH3:3].[C:7]1([N:13]=[C:14]=[O:15])[CH:12]=[CH:11][CH:10]=[CH:9][CH:8]=1>C1(C)C=CC=CC=1>[C:7]1([NH:13][C:14]([NH:6][CH2:5][CH2:4][N:2]([CH3:3])[CH3:1])=[O:15])[CH:12]=[CH:11][CH:10]=[CH:9][CH:8]=1. Procedure: 88 g of dimethylaminoethylamine are dissolved in 500 l of toluene and then 119 g of phenyl isocyanate are added dropwise in the course of 10 minutes, whereupon the temperature rises to 97° C. The mixture is refluxed for 4 hours. On cooling, the product crystallises and is filtered with suction. The moist product is recrystallised from 1000 ml of ethyl acetate. Yield: 135 g (65.1%); m.p. 141°-142° C. The reactants are CCOC(=O)CC(=O)OCC, [H-], FC(F)(F)C(F)(F)CCCI, [Na+], C1CCOC1, O. The product is CCOC(=O)C(CCCC(F)(F)C(F)(F)F)C(=O)OCC. Reaction SMILES: [C:3]([CH2:4][C:5](=[O:6])[O:7][CH2:8][CH3:9])(=[O:10])[O:11][CH2:12][CH3:13].[H-:1].[I:14][CH2:15][CH2:16][CH2:17][C:18]([C:19]([F:20])([F:21])[F:22])([F:23])[F:24].[Na+:2].[O:26]1[CH2:27][CH2:28][CH2:29][CH2:30]1.[OH2:25]>>[C:3]([CH:4]([C:5](=[O:6])[O:7][CH2:8][CH3:9])[CH2:15][CH2:16][CH2:17][C:18]([C:19]([F:20])([F:21])[F:22])([F:23])[F:24])(=[O:10])[O:11][CH2:12][CH3:13].